This data is from the Open Reaction Database (ORD), a public repository of structured organic reaction records. The task is: describe an organic reaction: reactants, conditions, products, and yield Reactants: O=C([O-])[O-], FC(F)(F)I, [K+], [K+], CN(C)C=O, Sc1nccs1. The product is FC(F)(F)Sc1nccs1. Reaction SMILES: [C:7](=[O:8])([O-:9])[O-:10].[F:13][C:14]([F:15])([F:16])[I:17].[K+:11].[K+:12].[O:18]=[CH:19][N:20]([CH3:21])[CH3:22].[SH:1][c:2]1[s:3][cH:4][cH:5][n:6]1>>[S:1]([c:2]1[s:3][cH:4][cH:5][n:6]1)[C:14]([F:13])([F:15])[F:16]. Starting materials: CN(C)C=O, O=C(Cl)C(=O)Cl, O=C(O)C=Cc1ccc2c(c1)OC(F)(F)O2, N, C1CCOC1. The product is NC(=O)C=Cc1ccc2c(c1)OC(F)(F)O2. RXN SMILES: [CH:29]([N:30]([CH3:31])[CH3:32])=[O:33].[Cl:17][C:18]([C:19]([Cl:20])=[O:21])=[O:22].[F:1][C:2]1([F:16])[O:3][c:4]2[c:5]([cH:7][cH:8][c:9]([CH:11]=[CH:12][C:13](=[O:14])[OH:15])[cH:10]2)[O:6]1.[NH3:23].[O:24]1[CH2:25][CH2:26][CH2:27][CH2:28]1>>[F:1][C:2]1([F:16])[O:3][c:4]2[c:5]([cH:7][cH:8][c:9]([CH:11]=[CH:12][C:13](=[O:14])[NH2:23])[cH:10]2)[O:6]1. Product: CC(C[C@@H](C(=O)N1CCN(CC1)C1=NC=CC=C1)NC(OC(C)(C)C)=O)C (tert-butyl (s)-3-methyl-1-[4-(2-pyridyl)piperazine-1-yl carbonyl]butylcarbamate). Yield: 85.5%. Procedure: Under cooling with ice, an ethyl acetate solution (40 ml) of N,N'-dicyclohexylcarbodiimide (10.3 g) was added dropwise to an ethyl acetate solution (150 ml) containing tert-butoxycarbonyl-L-leucine monohydrate (12.5 g) and N-hydroxy succinimide (5.76 g), and the mixture was stirred at room temperature for 3 hours. While cooling again with ice, 1-(2-pyridyl)piperazine (8.16 g) was added, and the mixture was stirred overnight at room temperature. The precipitate was removed by filtration, and the ... As a reaction SMILES: C1(N=C=NC2CCCCC2)CCCCC1.O.[C:17]([O:21][C:22]([NH:24][C@H:25]([C:30]([OH:32])=O)[CH2:26][CH:27]([CH3:29])[CH3:28])=[O:23])([CH3:20])([CH3:19])[CH3:18].ON1C(=O)CCC1=O.[N:41]1[CH:46]=[CH:45][CH:44]=[CH:43][C:42]=1[N:47]1[CH2:52][CH2:51][NH:50][CH2:49][CH2:48]1>C(OCC)(=O)C>[CH3:29][CH:27]([CH3:28])[CH2:26][C@H:25]([NH:24][C:22](=[O:23])[O:21][C:17]([CH3:18])([CH3:19])[CH3:20])[C:30]([N:50]1[CH2:51][CH2:52][N:47]([C:42]2[CH:43]=[CH:44][CH:45]=[CH:46][N:41]=2)[CH2:48][CH2:49]1)=[O:32] |f:1.2|. Conditions: time 3 hour. Run in C(C)(=O)OCC (ethyl acetate), C(C)(=O)OCC (ethyl acetate). Starting materials: N1=C(C=CC=C1)N1CCNCC1 (1-(2-pyridyl)piperazine), O.C(C)(C)(C)OC(=O)N[C@@H](CC(C)C)C(=O)O (tert-butoxycarbonyl-L-leucine monohydrate), ON1C(CCC1=O)=O (N-hydroxy succinimide), C1(CCCCC1)N=C=NC1CCCCC1 (N,N'-dicyclohexylcarbodiimide). Starting materials: O (water), C1(CC1)[C@@H](C)OC(NC1=CC=C(C=C1)C=1N(C2=CC(=CC=C2C1C#N)O)C1CCC1)=O ((R)-[4-(3-cyano-1-cyclobutyl-6-hydroxy-1H-indol-2-yl)-phenyl]-carbamic acid 1-cyclopropyl-ethyl ester), C(=O)([O-])[O-].[Cs+].[Cs+] (Cs2CO3), ClC1=NC=CC=N1 (2-chloropyrimidine). Solvent: CN(C)C=O (DMF). Conditions: temperature 70 celsius, time 2 hour. Yields the product C1(CC1)[C@@H](C)OC(NC1=CC=C(C=C1)C=1N(C2=CC(=CC=C2C1C#N)OC1=NC=CC=N1)C1CCC1)=O ((R)-{4-[3-cyano-1-cyclobutyl-6-(pyrimidin-2-yloxy)-1H-indol-2-yl]-phenyl}carbamic acid 1-cyclopropyl-ethyl ester). Isolated yield 74.0%. RXN SMILES: [CH:1]1([C@H:4]([O:6][C:7](=[O:31])[NH:8][C:9]2[CH:14]=[CH:13][C:12]([C:15]3[N:16]([CH:27]4[CH2:30][CH2:29][CH2:28]4)[C:17]4[C:22]([C:23]=3[C:24]#[N:25])=[CH:21][CH:20]=[C:19]([OH:26])[CH:18]=4)=[CH:11][CH:10]=2)[CH3:5])[CH2:3][CH2:2]1.C([O-])([O-])=O.[Cs+].[Cs+].Cl[C:39]1[N:44]=[CH:43][CH:42]=[CH:41][N:40]=1.O>CN(C=O)C>[CH:1]1([C@H:4]([O:6][C:7](=[O:31])[NH:8][C:9]2[CH:14]=[CH:13][C:12]([C:15]3[N:16]([CH:27]4[CH2:28][CH2:29][CH2:30]4)[C:17]4[C:22]([C:23]=3[C:24]#[N:25])=[CH:21][CH:20]=[C:19]([O:26][C:39]3[N:44]=[CH:43][CH:42]=[CH:41][N:40]=3)[CH:18]=4)=[CH:11][CH:10]=2)[CH3:5])[CH2:3][CH2:2]1 |f:1.2.3|. Reported procedure: A mixture of (R)-[4-(3-cyano-1-cyclobutyl-6-hydroxy-1H-indol-2-yl)-phenyl]-carbamic acid 1-cyclopropyl-ethyl ester (0.083 g, 0.2 mmol), Cs2CO3 (0.163 g, 0.5 mmol), 2-chloropyrimidine (0.046 g, 0.4 mmol) in DMF (2.0 mL) was stirred at 70° C. for 2 h. After cooling to room temperature, the mixture was poured into water (15 mL) and the precipitate was collected via filtration and washed with water, purified on silica gel (CH2Cl2/EtOAc, 9.5:0.5) to provide (R)-{4-[3-cyano-1-cyclobutyl-6-(pyrimidin-2...